This data is from the Open Reaction Database (ORD), a public repository of structured organic reaction records. The task is: describe an organic reaction: reactants, conditions, products, and yield Starting materials: [H-].[Al+3].[Li+].[H-].[H-].[H-] (lithium aluminum hydride), C(C)(C)(C)OC(=O)N1C(CCCC1)C(C(=O)OC)(F)F (2-(difluoro-methoxycarbonylmethyl)piperidine-1-carboxylic acid tert-butyl ester). The product is FC(CO)(C1N(CCCC1)C)F (2,2-difluoro-2-(1 -methylpiperidin-2-yl)ethanol). Isolated yield 64.6%. Run at time 15 minute. Procedure: To a solution of 2-(difluoro-methoxycarbonylmethyl)piperidine-1-carboxylic acid tert-butyl ester (1.14 g in 30 mL dry diethyl ether) at 0° C. was added 580 mg lithium aluminum hydride and the mixture stirred at low temperature. After 15 minutes, the reaction was quenched by the sequential addition of 0.58 mL water, 0.58 mL 2N sodium hydroxide and 0.74 mL water. The mixture was stirred vigorously for 1 hour then filtered over diatomaceous earth. The filtrate was concentrated in vacuo and purified... As a reaction SMILES: [H-].[Al+3].[Li+].[H-].[H-].[H-].C(O[C:12]([N:14]1[CH2:19][CH2:18][CH2:17][CH2:16][CH:15]1[C:20]([F:26])([F:25])[C:21](OC)=[O:22])=O)(C)(C)C>>[F:26][C:20]([F:25])([CH:15]1[CH2:16][CH2:17][CH2:18][CH2:19][N:14]1[CH3:12])[CH2:21][OH:22] |f:0.1.2.3.4.5|.